From a dataset of the Open Reaction Database (ORD), a public repository of structured organic reaction records. describe an organic reaction: reactants, conditions, products, and yield The reactants are CN, ClCCl, CC(=O)c1ccc(F)cc1Cl, Cl, [Cu]. Yields the product CNc1cc(F)ccc1C(C)=O. RXN SMILES: [CH3:1][NH2:2].[Cl:16][CH2:17][Cl:18].[Cl:3][c:4]1[c:5]([C:11]([CH3:12])=[O:13])[cH:6][cH:7][c:8]([F:10])[cH:9]1.[ClH:14].[Cu:15]>>[CH3:1][NH:2][c:4]1[c:5]([C:11]([CH3:12])=[O:13])[cH:6][cH:7][c:8]([F:10])[cH:9]1.